The task is: describe an organic reaction: reactants, conditions, products, and yield. This data is from the Open Reaction Database (ORD), a public repository of structured organic reaction records. Yield: 26.6%. Product: CC1=NNC(=C1C#CC1=CC=CC=C1)N (3-methyl-4-(phenylethynyl)-1H-pyrazol-5-amine). RXN SMILES: [CH3:1][C:2]1[C:6]([C:7]#[C:8][C:9]2[CH:14]=[CH:13][CH:12]=[CH:11][CH:10]=2)=[C:5]([NH:15]C(=O)C)[NH:4][N:3]=1.C(O)C.[OH-].[Na+]>C(OCC)(=O)C.O>[CH3:1][C:2]1[C:6]([C:7]#[C:8][C:9]2[CH:14]=[CH:13][CH:12]=[CH:11][CH:10]=2)=[C:5]([NH2:15])[NH:4][N:3]=1 |f:2.3|. Procedure details: A mixture of N-(3-methyl-4-(phenylethynyl)-1H-pyrazol-5-yl)acetamide (15 g, 63 mmol), ethanol (50 mL) and 25% aq. NaOH solution (50 mL) was stirred at 90° C. for 1 h and cooled to room temperature. The reaction mixture was diluted with ethyl acetate and water. The organic phase was washed with water and brine, dried (phase separator cartridge) and concentrated in vacuo. Diethyl ether was added to the residue and the solid was collected by filtration, washed with diethyl ether and dried in vacuo ... Reactants: CC1=NNC(=C1C#CC1=CC=CC=C1)NC(C)=O (N-(3-methyl-4-(phenylethynyl)-1H-pyrazol-5-yl)acetamide), C(C)O (ethanol), [OH-].[Na+] (NaOH). Run in C(C)(=O)OCC (ethyl acetate), O (water). Run at temperature 90 celsius, time 1 hour. Reactants: C1(=CC=CC=C1)NC(=O)NC1=CC=CC=C1 (N,N'-diphenyl urea), C(N)(OCC)=O (ethyl carbamate), N (ammonia). Solvent: C(C)O (ethanol). Product: C(C)OC(NC1=CC=CC=C1)=O (N-phenyl carbamic acid ethyl ester). RXN SMILES: C1(N[C:8]([NH:10][C:11]2[CH:16]=[CH:15][CH:14]=[CH:13][CH:12]=2)=[O:9])C=CC=CC=1.C(=O)([O:19][CH2:20][CH3:21])N.N>C(O)C>[CH2:20]([O:19][C:8](=[O:9])[NH:10][C:11]1[CH:12]=[CH:13][CH:14]=[CH:15][CH:16]=1)[CH3:21]. Procedure details: 637 g of N,N'-diphenyl urea, 267 g of ethyl carbamate and 1880 g of ethanol (approximately 96%) were reacted for 8.5 hours at 200° C. in the pressure apparatus described in Example 1, with the ammonia gas given off being removed. After cooling and venting of the apparatus, the reaction mixture was removed, filtered and subjected to fractional distillation. Excess alcohol was initially distilled off at atmospheric pressure, after which the mixture was distilled off at 0.2 mbar. 766 g (77.3% of th... Starting materials: C(N)(=O)C1=C(COC1)C=1C=C(C=CC1)C=1OCC(N1)(C)C (2-[3-(4-carbamoyl-2,5-dihydrofuran-3-yl)phenyl]-4,4-dimethyl-4,5-dihydrooxazole), bis(trifluoromethanesulfonic)anhydride, O (water). Solvent: ClCCl (dichloromethane). Reaction conditions: time 2 hour. Product: C(#N)C1=C(COC1)C=1C=C(C=CC1)C=1OCC(N1)(C)C (2-[3-(4-cyano-2,5-dihydrofuran-3-yl)phenyl]-4,4-dimethyl-4,5-dihydrooxazole). Reaction SMILES: [C:1]([C:4]1[CH2:8][O:7][CH2:6][C:5]=1[C:9]1[CH:10]=[C:11]([C:15]2[O:16][CH2:17][C:18]([CH3:21])([CH3:20])[N:19]=2)[CH:12]=[CH:13][CH:14]=1)(=O)[NH2:2].O>ClCCl>[C:1]([C:4]1[CH2:8][O:7][CH2:6][C:5]=1[C:9]1[CH:10]=[C:11]([C:15]2[O:16][CH2:17][C:18]([CH3:21])([CH3:20])[N:19]=2)[CH:12]=[CH:13][CH:14]=1)#[N:2]. Procedure: To a solution of 2-[3-(4-carbamoyl-2,5-dihydrofuran-3-yl)phenyl]-4,4-dimethyl-4,5-dihydrooxazole (0.1 g) in dichloromethane (1 ml) was added dropwise bis(trifluoromethanesulfonic)anhydride (0.0588 ml) at 0° C. and the mixture was stirred at room temperature for two hours. Then water was added to the reaction mixture and the stirring was continued for thirty minutes. The product was extracted with ethyl acetate and the organic layer was washed with brine, dried over magnesium sulfate and evaporat... The reactants are C(O)[P+](CO)(CO)CO.[Cl-] (THPC), CNC(=O)NC (1,3-dimethylurea). Yields the product [Cl-].CN(C(=O)NC)C[P+](CN(C(=O)NC)C)(CN(C(=O)NC)C)CN(C(=O)NC)C (tetrakis(1,3-dimethylureidomethyl)phosphonium chloride). The yield is 25.0%. Reaction SMILES: [CH2:1]([P+:3]([CH2:8]O)([CH2:6]O)[CH2:4]O)O.[Cl-:10].[CH3:11][NH:12][C:13]([NH:15][CH3:16])=[O:14]>>[Cl-:10].[CH3:11][N:12]([CH2:8][P+:3]([CH2:1][N:12]([CH3:11])[C:13]([NH:15][CH3:16])=[O:14])([CH2:4][N:12]([CH3:11])[C:13]([NH:15][CH3:16])=[O:14])[CH2:6][N:12]([CH3:11])[C:13]([NH:15][CH3:16])=[O:14])[C:13]([NH:15][CH3:16])=[O:14] |f:0.1,3.4|. Procedure details: A solution of 80% THPC (59.55 g, 0.25 mol) and 1,3-dimethylurea (88.12 g, 1 mol) was heated to reflux in an oil bath, held at reflux for 4 hrs., allowed to cool, and stripped to dryness in a rotary evaporator. The residue (130.67 g) was shaken with acetonitrile (100 ml) and filtered, giving 29.40 g (25.0%) of tetrakis(1,3-dimethylureidomethyl)phosphonium chloride (I, R=R'=CH3, R"=H, X=Cl) as a white, crystalline solid, mp 189°-190° C. dec. The remainder, a heavy oil, yielded no more product nor ... Product: C(C)(=O)S[C@@H](C(=O)O)[C@H](CC)C ((2R,3S)-2-Acetylthio-3-methylpentanoic acid), oil. Reported procedure: 2.11 g (10.8 mmol) of (2R,3S)-2-bromo-3-methylpentanoic acid obtained in the Synthesis Example C-1 was dissolved in 43 ml of acetonitrile and 1.42 g of potassium thioacetate was added thereto at 0° C. The mixture was stirred at0° C. for 30 minutes and then at room temperature for 5 hours. After filtering off the insoluble matters, the filtrate was concentrated. To the residue were added ether and a saturated aqueous solution of sodium hydrogencarbonate, followed by separation. The aqueous phase ... Run at time 30 minute. Run in C(C)#N (acetonitrile). Starting materials: Br[C@@H](C(=O)O)[C@H](CC)C ((2R,3S)-2-bromo-3-methylpentanoic acid), C(C)(=S)[O-].[K+] (potassium thioacetate). Yield: 82.0%. Reaction SMILES: Br[C@H:2]([C@@H:6]([CH3:9])[CH2:7][CH3:8])[C:3]([OH:5])=[O:4].[C:10]([O-:13])(=[S:12])[CH3:11].[K+]>C(#N)C>[C:10]([S:12][C@H:2]([C@@H:6]([CH3:9])[CH2:7][CH3:8])[C:3]([OH:5])=[O:4])(=[O:13])[CH3:11] |f:1.2|. The reactants are [N+](=O)([O-])C=1N=CNC1 (4-nitroimidazole), C(C1=CC=2OCOC2C=C1)Br (piperonyl bromide), C([O-])([O-])=O.[K+].[K+] (potassium carbonate), CN(C=O)C (dimethylformamide). Run in CCCCCC.C(C)OC(C)=O (hexane ethylacetate). Product: C1OC=2C=C(CN3C=NC(=C3)[N+](=O)[O-])C=CC2O1 (1-(3,4-methylenedioxybenzyl)-4-nitro-1H-imidazole). Isolated yield 5.1%. As a reaction SMILES: [N+:1]([C:4]1[N:5]=[CH:6][NH:7][CH:8]=1)([O-:3])=[O:2].[CH2:9](Br)[C:10]1[CH:18]=[CH:17][C:16]2[O:15][CH2:14][O:13][C:12]=2[CH:11]=1.C(=O)([O-])[O-].[K+].[K+].CN(C)C=O>CCCCCC.C(OC(=O)C)C>[CH2:14]1[O:15][C:16]2[CH:17]=[CH:18][C:10]([CH2:9][N:7]3[CH:8]=[C:4]([N+:1]([O-:3])=[O:2])[N:5]=[CH:6]3)=[CH:11][C:12]=2[O:13]1 |f:2.3.4,6.7|. Procedure: 3.39 g(30 mmol) of 4-nitroimidazole, 6.45 g(30 mmol) of piperonyl bromide and 8.28 g(60 mmol) of potassium carbonate were added to 100 ml of dimethylformamide and the resulting mixture was reacted for 6 hours. The reaction solution was concentrated by removing the solvent. The residue was dissolved in 100 ml of ethylacetate and the combined organic layer was washed twice with 100 ml of water. The organic layer was separated, concentrated and then subjected to column chromatography (eluent: hexan... The reactants are O=C([O-])O, CCO, CCOC(C)=O, O=c1c2c[nH]c3c(F)cccc3c-2nn1-c1ccc([N+](=O)[O-])cc1, [Na+], O, O, Cl[Sn]Cl. Product: Nc1ccc(-n2nc3c4cccc(F)c4[nH]cc-3c2=O)cc1. RXN SMILES: [C:36](=[O:37])([OH:38])[O-:39].[CH2:41]([OH:42])[CH3:43].[CH3:30][CH2:31][O:32][C:33](=[O:34])[CH3:35].[N+:6]([O-:7])(=[O:8])[c:9]1[cH:10][cH:11][c:12](-[n:15]2[n:16][c:17]3[c:26]4[c:21]([nH:20][cH:19][c:18]-3[c:28]2=[O:29])[c:22]([F:27])[cH:23][cH:24][cH:25]4)[cH:13][cH:14]1.[Na+:40].[OH2:1].[OH2:2].[Sn:3]([Cl:4])[Cl:5]>>[NH2:6][c:9]1[cH:10][cH:11][c:12](-[n:15]2[n:16][c:17]3[c:26]4[c:21]([nH:20][cH:19][c:18]-3[c:28]2=[O:29])[c:22]([F:27])[cH:23][cH:24][cH:25]4)[cH:13][cH:14]1.